This data is from the Open Reaction Database (ORD), a public repository of structured organic reaction records. The task is: describe an organic reaction: reactants, conditions, products, and yield Reactants: CCCC[Sn](CCCC)(CCCC)c1cccs1, Cc1ccccc1, Cc1nc(Cl)cc2c1C(=O)OCC2, [F-], [K+], c1ccc(P(c2ccccc2)(c2ccccc2)[Pd](P(c2ccccc2)(c2ccccc2)c2ccccc2)(P(c2ccccc2)(c2ccccc2)c2ccccc2)P(c2ccccc2)(c2ccccc2)c2ccccc2)cc1. Product: Cc1nc(-c2cccs2)cc2c1C(=O)OCC2. RXN SMILES: [CH2:1]([Sn:2]([CH2:3][CH2:4][CH2:5][CH3:11])([c:6]1[s:7][cH:8][cH:9][cH:10]1)[CH2:12][CH2:13][CH2:14][CH3:15])[CH2:16][CH2:17][CH3:18].[CH3:111][c:112]1[cH:113][cH:114][cH:115][cH:116][cH:117]1.[Cl:19][c:20]1[cH:21][c:22]2[c:23]([c:24]([CH3:26])[n:25]1)[C:27](=[O:31])[O:28][CH2:29][CH2:30]2.[F-:32].[K+:33].[cH:34]1[cH:35][cH:36][c:37]([P:38]([Pd:39]([P:40]([c:41]2[cH:42][cH:43][cH:44][cH:45][cH:46]2)([c:47]2[cH:48][cH:49][cH:50][cH:51][cH:52]2)[c:53]2[cH:54][cH:55][cH:56][cH:57][cH:58]2)([P:59]([c:60]2[cH:61][cH:62][cH:63][cH:64][cH:65]2)([c:66]2[cH:67][cH:68][cH:69][cH:70][cH:71]2)[c:72]2[cH:73][cH:74][cH:75][cH:76][cH:77]2)[P:78]([c:79]2[cH:80][cH:81][cH:82][cH:83][cH:84]2)([c:85]2[cH:86][cH:87][cH:88][cH:89][cH:90]2)[c:91]2[cH:92][cH:93][cH:94][cH:95][cH:96]2)([c:97]2[cH:98][cH:99][cH:100][cH:101][cH:102]2)[c:103]2[cH:104][cH:105][cH:106][cH:107][cH:108]2)[cH:109][cH:110]1>>[c:6]1(-[c:20]2[cH:21][c:22]3[c:23]([c:24]([CH3:26])[n:25]2)[C:27](=[O:31])[O:28][CH2:29][CH2:30]3)[s:7][cH:8][cH:9][cH:10]1. Starting materials: CC(C)n1nc(N)nc1-c1cn2c(n1)-c1cc(Br)ccc1OCC2, O=C([O-])[O-], [Cs+], [Cs+], C1COCCO1, O, OB(O)c1ccccc1. Yields the product CC(C)n1nc(N)nc1-c1cn2c(n1)-c1cc(-c3ccccc3)ccc1OCC2. As a reaction SMILES: [Br:1][c:2]1[cH:3][cH:4][c:5]2[c:6]([cH:24]1)-[c:7]1[n:8]([cH:12][c:13](-[c:15]3[n:16][c:17]([NH2:23])[n:18][n:19]3[CH:20]([CH3:21])[CH3:22])[n:14]1)[CH2:9][CH2:10][O:11]2.[C:34](=[O:35])([O-:36])[O-:37].[Cs+:38].[Cs+:39].[O:41]1[CH2:42][CH2:43][O:44][CH2:45][CH2:46]1.[OH2:40].[OH:25][B:26]([OH:27])[c:28]1[cH:29][cH:30][cH:31][cH:32][cH:33]1>>[c:2]1(-[c:28]2[cH:29][cH:30][cH:31][cH:32][cH:33]2)[cH:3][cH:4][c:5]2[c:6]([cH:24]1)-[c:7]1[n:8]([cH:12][c:13](-[c:15]3[n:16][c:17]([NH2:23])[n:18][n:19]3[CH:20]([CH3:21])[CH3:22])[n:14]1)[CH2:9][CH2:10][O:11]2. Starting materials: ClC=1N=C(N(C1CC(=O)O)CC1=CC(=C(C=C1)OC)C)C1=CC=CC=C1 (4-Chloro-1-(4-methoxy-3-methylbenzyl)-2-phenylimidazole-5-acetic acid), O (water). The solvent is Br (hydrobromic acid), C(C)(=O)OCC (ethyl acetate). Product: ClC=1N=C(N(C1CC(=O)O)CC1=CC(=C(C=C1)O)C)C1=CC=CC=C1 (4-chloro-1-(4-hydroxy-3-methylbenzyl)-2-phenylimidazole-5-acetic acid). Yield: 14.2%. RXN SMILES: [Cl:1][C:2]1[N:3]=[C:4]([C:21]2[CH:26]=[CH:25][CH:24]=[CH:23][CH:22]=2)[N:5]([CH2:11][C:12]2[CH:17]=[CH:16][C:15]([O:18]C)=[C:14]([CH3:20])[CH:13]=2)[C:6]=1[CH2:7][C:8]([OH:10])=[O:9].O>Br.C(OCC)(=O)C>[Cl:1][C:2]1[N:3]=[C:4]([C:21]2[CH:26]=[CH:25][CH:24]=[CH:23][CH:22]=2)[N:5]([CH2:11][C:12]2[CH:17]=[CH:16][C:15]([OH:18])=[C:14]([CH3:20])[CH:13]=2)[C:6]=1[CH2:7][C:8]([OH:10])=[O:9]. Procedure: 4-Chloro-1-(4-methoxy-3-methylbenzyl)-2-phenylimidazole-5-acetic acid (2.2 g) was stirred in 20 ml of 57% hydrobromic acid at 100°-110° C. for 2 hours. To the reaction mixture was then added 80 ml of water and the mixture was allowed to stand. The resulting syrupy precipitate was dissolved in 50 ml of ethyl acetate and washed with water. The ethyl acetate layer was evaporated to dryness and the residue was purified by column chromatography using 50 g of silica gel. The desired fractions were com... The product is OC1(c2ccc(Cl)cc2)CCN(Cc2cc3nc(Cl)nc(N4CCOCC4)c3s2)CC1. Reaction SMILES: [C:40]([O:41][BH-:42]([O:43][C:44](=[O:45])[CH3:46])[O:47][C:48](=[O:49])[CH3:50])(=[O:51])[CH3:52].[CH3:33][O:34][CH:35]([O:36][CH3:37])[O:38][CH3:39].[CH3:58][CH2:59][O:60][C:61](=[O:62])[CH3:63].[Cl:15][c:16]1[n:17][c:18]([N:27]2[CH2:28][CH2:29][O:30][CH2:31][CH2:32]2)[c:19]2[c:20]([n:21]1)[cH:22][c:23]([CH:25]=[O:26])[s:24]2.[Cl:1][c:2]1[cH:3][cH:4][c:5]([C:8]2([OH:14])[CH2:9][CH2:10][NH:11][CH2:12][CH2:13]2)[cH:6][cH:7]1.[Cl:54][CH:55]([Cl:56])[CH3:57].[Na+:53]>>[Cl:1][c:2]1[cH:3][cH:4][c:5]([C:8]2([OH:14])[CH2:9][CH2:10][N:11]([CH2:25][c:23]3[cH:22][c:20]4[c:19]([c:18]([N:27]5[CH2:28][CH2:29][O:30][CH2:31][CH2:32]5)[n:17][c:16]([Cl:15])[n:21]4)[s:24]3)[CH2:12][CH2:13]2)[cH:6][cH:7]1. Reactants: CC(=O)O[BH-](OC(C)=O)OC(C)=O, COC(OC)OC, CCOC(C)=O, O=Cc1cc2nc(Cl)nc(N3CCOCC3)c2s1, OC1(c2ccc(Cl)cc2)CCNCC1, CC(Cl)Cl, [Na+]. The reactants are CO, Cl, NO, O=Cc1ccccc1Oc1ccccc1, O. Yields the product ON=Cc1ccccc1Oc1ccccc1. As a reaction SMILES: [CH3:16][OH:17].[ClH:18].[NH2:19][OH:20].[O:1]([c:2]1[cH:3][cH:4][cH:5][cH:6][cH:7]1)[c:8]1[c:9]([CH:10]=[O:11])[cH:12][cH:13][cH:14][cH:15]1.[OH2:21]>>[O:1]([c:2]1[cH:3][cH:4][cH:5][cH:6][cH:7]1)[c:8]1[c:9]([CH:10]=[N:19][OH:20])[cH:12][cH:13][cH:14][cH:15]1.